The task is: describe an organic reaction: reactants, conditions, products, and yield. This data is from the Open Reaction Database (ORD), a public repository of structured organic reaction records. Reactants: C(C1=CC=CC=C1)OC=1C=CC(=NC1)Br (5-Benzyloxy-2-bromo-pyridine), sodium-tert.-butyl, tris-(dibenzylidene-acetone) dipalladium, C=1C=CC(=CC1)P(C=2C=CC=CC2)C3=CC=C4C=CC=CC4=C3C5=C6C=CC=CC6=CC=C5P(C=7C=CC=CC7)C=8C=CC=CC8 (BINAP), CN1N=C(C=C1)N (1-methyl-1H-pyrazole-3-amine), C1(=CC=CC=C1)C (Toluene). Solvent: C(C)(=O)OCC (Ethyl acetate). Reaction conditions: temperature 120 celsius. Yields the product C(C1=CC=CC=C1)OC=1C=CC(=NC1)NC1=NN(C=C1)CC ((5-benzyloxy-pyridine-2-yl)-(ethyl-1H-pyrazole-3-yl)amine). RXN SMILES: [CH2:1]([O:8][C:9]1[CH:10]=[CH:11][C:12](Br)=[N:13][CH:14]=1)[C:2]1[CH:7]=[CH:6][CH:5]=[CH:4][CH:3]=1.[CH:16]1C=CC(P(C2C(C3C(P(C4C=CC=CC=4)C4C=CC=CC=4)=CC=C4C=3C=CC=C4)=C3C(C=CC=C3)=CC=2)C2C=CC=CC=2)=CC=1.[CH3:62][N:63]1[CH:67]=[CH:66][C:65]([NH2:68])=[N:64]1.C1(C)C=CC=CC=1>C(OCC)(=O)C>[CH2:1]([O:8][C:9]1[CH:10]=[CH:11][C:12]([NH:68][C:65]2[CH:66]=[CH:67][N:63]([CH2:62][CH3:16])[N:64]=2)=[N:13][CH:14]=1)[C:2]1[CH:7]=[CH:6][CH:5]=[CH:4][CH:3]=1. Reported procedure: 11.2 5-Benzyloxy-2-bromo-pyridine (0.53 mmol), sodium-tert.-butyl at (1.4 eq.), tris-(dibenzylidene-acetone)-dipalladium (0.01 eq.), BINAP (0.01 eq.) and 1-methyl-1H-pyrazole-3-amine (1.2 eq.) are filled under nitrogen in a microwave reaction vessel. Degassed Toluene (50 eq.) is added. The reaction suspension is heated to 120° C. for 10 min. Ethyl acetate is added to the reaction suspension and filtrated over celite. The solvent of the filtrate is removed in vacuo. “A11” is obtained after column... The reactants are C1(=CC=CC=C1)CN1CC(CC1)CNCCO (2-[[[1-(phenylmethyl)3-pyrrolidinyl]methyl]amino]ethanol), [H][H] (hydrogen). Reagents/catalysts: [Pd] (palladium on charcoal). Run in CO (methanol). Yields the product N1CC(CC1)CNCCO (2-[(3-pyrrolidinyl methyl)amino] ethanol). The yield is 57.5%. RXN SMILES: C1(C[N:8]2[CH2:12][CH2:11][CH:10]([CH2:13][NH:14][CH2:15][CH2:16][OH:17])[CH2:9]2)C=CC=CC=1.[H][H]>[Pd].CO>[NH:8]1[CH2:12][CH2:11][CH:10]([CH2:13][NH:14][CH2:15][CH2:16][OH:17])[CH2:9]1. Reported procedure: A mixture of 32.32 g of 2-[[[1-(phenylmethyl)3-pyrrolidinyl]methyl]amino]ethanol, 330 ml of methanol and 3 g of 20% palladium on charcoal was shaken in an atmosphere of hydrogen at about 50 psi and at room temperature for 18 hours. The solvents were then removed at reduced pressure. The residue was distilled under vacuum (bp 129°-131° C. 1.5 mm Hg) to give 11.43 g of 2-[(3-pyrrolidinyl methyl)amino] ethanol. Product: Cc1ccc(-c2c(OCCOc3ncc(-c4ccco4)cn3)nn(C)c2NS(=O)(=O)c2ccc(C(C)(C)C)cc2)cc1. The reactants are Cc1ccc(-c2c(OCCOc3ncc(Br)cn3)nn(C)c2NS(=O)(=O)c2ccc(C(C)(C)C)cc2)cc1, CCCC[Sn](CCCC)(CCCC)c1ccco1, C1COCCO1, CCOC(C)=O, CC#N. RXN SMILES: [Br:1][c:2]1[cH:3][n:4][c:5]([O:8][CH2:9][CH2:10][O:11][c:12]2[n:13][n:14]([CH3:38])[c:15]([NH:24][S:25](=[O:26])(=[O:27])[c:28]3[cH:29][cH:30][c:31]([C:34]([CH3:35])([CH3:36])[CH3:37])[cH:32][cH:33]3)[c:16]2-[c:17]2[cH:18][cH:19][c:20]([CH3:23])[cH:21][cH:22]2)[n:6][cH:7]1.[CH2:39]([Sn:40]([CH2:41][CH2:42][CH2:43][CH3:49])([c:44]1[o:45][cH:46][cH:47][cH:48]1)[CH2:50][CH2:51][CH2:52][CH3:53])[CH2:54][CH2:55][CH3:56].[CH2:57]1[O:58][CH2:59][CH2:60][O:61][CH2:62]1.[CH3:63][CH2:64][O:65][C:66](=[O:67])[CH3:68].[CH3:69][C:70]#[N:71]>>[c:2]1(-[c:44]2[o:45][cH:46][cH:47][cH:48]2)[cH:3][n:4][c:5]([O:8][CH2:9][CH2:10][O:11][c:12]2[n:13][n:14]([CH3:38])[c:15]([NH:24][S:25](=[O:26])(=[O:27])[c:28]3[cH:29][cH:30][c:31]([C:34]([CH3:35])([CH3:36])[CH3:37])[cH:32][cH:33]3)[c:16]2-[c:17]2[cH:18][cH:19][c:20]([CH3:23])[cH:21][cH:22]2)[n:6][cH:7]1. The reactants are PdCl2[dppf], C(C)(C)(C)OC(=O)N1CCN(CC1)CC1=C(CCC(C1)(C)C)Br (4-(2-bromo-5,5-dimethyl-cyclohex-1-enylmethyl)-piperazine-1-carboxylic acid tert-butyl ester), ClC1=CC=C(C=C1)B(O)O (4-chlorophenyl boronic acid), C(=O)([O-])[O-].[Na+].[Na+] (Na2CO3). Run in CO.O1CCOCC1 (MeOH 1,4-dioxane). Reaction conditions: temperature 100 celsius. Yields the product C(C)(C)(C)OC(=O)N1CCN(CC1)CC1=C(CCC(C1)(C)C)C1=CC=C(C=C1)Cl (4-[2-(4-chloro-phenyl)-5,5-dimethyl-cyclohex-1-enylmethyl]-piperazine-1-carboxylic acid tert-butyl ester). The yield is 71.0%. RXN SMILES: [C:1]([O:5][C:6]([N:8]1[CH2:13][CH2:12][N:11]([CH2:14][C:15]2[CH2:20][C:19]([CH3:22])([CH3:21])[CH2:18][CH2:17][C:16]=2Br)[CH2:10][CH2:9]1)=[O:7])([CH3:4])([CH3:3])[CH3:2].[Cl:24][C:25]1[CH:30]=[CH:29][C:28](B(O)O)=[CH:27][CH:26]=1.C([O-])([O-])=O.[Na+].[Na+]>CO.O1CCOCC1>[C:1]([O:5][C:6]([N:8]1[CH2:13][CH2:12][N:11]([CH2:14][C:15]2[CH2:20][C:19]([CH3:22])([CH3:21])[CH2:18][CH2:17][C:16]=2[C:28]2[CH:29]=[CH:30][C:25]([Cl:24])=[CH:26][CH:27]=2)[CH2:10][CH2:9]1)=[O:7])([CH3:4])([CH3:3])[CH3:2] |f:2.3.4,5.6|. Reported procedure: To a degassed solution of 4-(2-bromo-5,5-dimethyl-cyclohex-1-enylmethyl)-piperazine-1-carboxylic acid tert-butyl ester (1.3 g, 3.36 mmol) and 4-chlorophenyl boronic acid (0.78 g, 5.04 mmol) in 2:1 MeOH/1,4-dioxane (20 ml) at rt was added a solution of 2M Na2CO3 (3.3 ml, 6.72 mmol). Nitrogen was bubbled through the mixture for 2 min and then PdCl2[dppf] (200 mg, 0.28 mmol) was added. The reaction flask was sealed and heated to 100° C. where it was maintained for 1 h. After this time the suspensio... As a reaction SMILES: [CH3:11][OH:12].[CH3:13][CH2:14][O:15][C:16](=[O:17])[CH3:18].[CH3:1][O:2][C:3]([CH:4]=[CH:5][C:6]([CH3:7])([CH3:8])[CH3:9])=[O:10]>>[CH3:1][O:2][C:3]([CH2:4][CH2:5][C:6]([CH3:7])([CH3:8])[CH3:9])=[O:10]. Starting materials: CO, CCOC(C)=O, COC(=O)C=CC(C)(C)C. The product is COC(=O)CCC(C)(C)C. Starting materials: C1(CC1)N1C=C(C(C2=CC(=C(C=C12)OC)OC)=O)C(=O)O (1-cyclopropyl-6,7-dimethoxy-4-oxo-1,4-dihydroquinoline-3-carboxylic acid), B(Br)(Br)Br (BBr3). The solvent is CO (MeOH), ClCCl (Dichloromethane). Conditions: time 8 hour. The product is C1(CC1)N1C=C(C(C2=CC(=C(C=C12)O)O)=O)C(=O)O (1-cyclopropyl-6,7-dihydroxy-4-oxo-1,4-dihydroquinoline-3-carboxylic acid). Isolated yield 90.8%. As a reaction SMILES: [CH:1]1([N:4]2[C:13]3[C:8](=[CH:9][C:10]([O:16]C)=[C:11]([O:14]C)[CH:12]=3)[C:7](=[O:18])[C:6]([C:19]([OH:21])=[O:20])=[CH:5]2)[CH2:3][CH2:2]1.B(Br)(Br)Br>ClCCl.CO>[CH:1]1([N:4]2[C:13]3[C:8](=[CH:9][C:10]([OH:16])=[C:11]([OH:14])[CH:12]=3)[C:7](=[O:18])[C:6]([C:19]([OH:21])=[O:20])=[CH:5]2)[CH2:2][CH2:3]1. Procedure: To a solution of 1-cyclopropyl-6,7-dimethoxy-4-oxo-1,4-dihydroquinoline-3-carboxylic acid (10 g, 34.6 mmol) in Dichloromethane (DCM) (150 mL) was added BBr3 (16.34 mL, 173 mmol) at −78° C. The mixture was allowed to warm up to rt, and stirred at rt overnight. LCMS indicated completion of the reaction. The mixture was diluted with MeOH and concentrated. This procedure was repeated several times to afford 1-cyclopropyl-6,7-dihydroxy-4-oxo-1,4-dihydroquinoline-3-carboxylic acid (8.2 g, 31.4 mmol, 9... Starting materials: C(C)C(C(=O)OCC)C(=O)OCC (Diethyl ethylmalonate), [H-].[Na+] (sodium hydride), resultant mixture, O (water), C(C1=CC=CC=C1)OC1=CC=C(C=C1)CCI (2-(4-benzyloxyphenyl)ethyl iodide). Run in CN(C=O)C (dimethylformamide), O1CCCC1 (tetrahydrofuran). Conditions: time 35 minute. Product: C(C)C(C(=O)OCC)(C(=O)OCC)CCC1=CC=C(C=C1)OCC1=CC=CC=C1 (Diethyl 2-ethyl-2-(2-(4-benzyloxyphenyl)ethyl)malonate). Yield: 94.5%. RXN SMILES: [CH2:1]([CH:3]([C:9]([O:11][CH2:12][CH3:13])=[O:10])[C:4]([O:6][CH2:7][CH3:8])=[O:5])[CH3:2].[H-].[Na+].[CH2:16]([O:23][C:24]1[CH:29]=[CH:28][C:27]([CH2:30][CH2:31]I)=[CH:26][CH:25]=1)[C:17]1[CH:22]=[CH:21][CH:20]=[CH:19][CH:18]=1.O>CN(C)C=O.O1CCCC1>[CH2:1]([C:3]([CH2:31][CH2:30][C:27]1[CH:28]=[CH:29][C:24]([O:23][CH2:16][C:17]2[CH:22]=[CH:21][CH:20]=[CH:19][CH:18]=2)=[CH:25][CH:26]=1)([C:9]([O:11][CH2:12][CH3:13])=[O:10])[C:4]([O:6][CH2:7][CH3:8])=[O:5])[CH3:2] |f:1.2|. Procedure: Diethyl ethylmalonate (50 g) was added to a suspension of sodium hydride (11 g) in dimethylformamide (200 ml) and tetrahydrofuran (50 ml), at 0° C., and the mixture was stirred at room temperature for 35 minutes. A solution of 2-(4-benzyloxyphenyl)ethyl iodide (90 g) was added to the reaction mixture at 0° C. and the whole mixture was stirred at 0° C. for 20 minutes and allowed to stand at room temperature overnight. The resultant mixture was poured into water and extracted with ethyl acetate. T... Starting materials: Cc1cc(Br)ccc1C(=O)O, O=C([O-])O, CO, [Na+], O=S(=O)(O)O. The product is COC(=O)c1ccc(Br)cc1C. As a reaction SMILES: [Br:6][c:7]1[cH:8][c:9]([CH3:16])[c:10]([C:11](=[O:12])[OH:13])[cH:14][cH:15]1.[C:17](=[O:18])([O-:19])[OH:20].[CH3:22][OH:23].[Na+:21].[S:1](=[O:2])(=[O:3])([OH:4])[OH:5]>>[Br:6][c:7]1[cH:8][c:9]([CH3:16])[c:10]([C:11](=[O:12])[O:13][CH3:17])[cH:14][cH:15]1.